Dataset: the Open Reaction Database (ORD), a public repository of structured organic reaction records. Task: describe an organic reaction: reactants, conditions, products, and yield Starting materials: CC=1[Te]C2=C(N1)C=CC=C2 (2-Methylbenzotellurazole), FC(S(=O)(=O)OC)(F)F (methyl trifluoromethanesulfonate). Solvent: ClCCl (dichloromethane). The product is FC(S(=O)(=O)[O-])(F)F.CC=1[Te]C2=C([N+]1C)C=CC=C2 (2,3-Dimethylbenzotellurazolium Trifluoromethanesulfonate). Reaction SMILES: [CH3:1][C:2]1[Te:3][C:4]2[CH:10]=[CH:9][CH:8]=[CH:7][C:5]=2[N:6]=1.[F:11][C:12]([F:19])([F:18])[S:13]([O:16]C)(=[O:15])=[O:14]>ClCCl>[F:11][C:12]([F:19])([F:18])[S:13]([O-:16])(=[O:15])=[O:14].[CH3:1][C:2]1[Te:3][C:4]2[CH:10]=[CH:9][CH:8]=[CH:7][C:5]=2[N+:6]=1[CH3:12] |f:3.4|. Procedure details: 2-Methylbenzotellurazole (Example 18) (10.5 g, 0.043 mole) was dissolved in dry dichloromethane (75 ml). Freshly distilled methyl trifluoromethanesulfonate (7.5 g, 0.045 mole) was added to the solution. An exothermic reaction occurred immediately. After a few minutes a crystalline product separated which was collected by filtration, washed with diethyl ether, and dried. Yield 16.86 g (96%). The pale yellow powder was dissolved in acetone (100 ml) and reprecipitated by adding diethyl ether to the... The reactants are N12CCN(CC1)CC2 (1,4-diazabicyclo[2,2,21octane), CCCCCC.C(CCC)[Li] (n-butyl lithium hexane), CN(C)C=O (DMF), FC=1C=NC=CC1 (3-fluoropyridine). Run in C(C)OCC (diethyl ether), C(C)OCC (diethyl ether). Conditions: time 1 hour. Product: FC=1C(=NC=CC1)C=O (3-fluoro-2-formylpyridine). Yield: 42.7%. Reaction SMILES: CCCCCC.C([Li])CCC.N12CCN(CC1)CC2.[F:20][C:21]1[CH:22]=[N:23][CH:24]=[CH:25][CH:26]=1.CN([CH:30]=[O:31])C>C(OCC)C>[F:20][C:21]1[C:22]([CH:30]=[O:31])=[N:23][CH:24]=[CH:25][CH:26]=1 |f:0.1|. Procedure details: To a mixture of a 1.6M n-butyl lithium hexane solution (35 ml) and diethyl ether (200 ml) was added, at -78° C. under argon atmosphere, a solution of 1,4-diazabicyclo[2,2,21octane (6.35 g) in diethyl ether (200 ml), which was stirred for one hour at temperatures ranging from -70° to -50° C. To the mixture was added 3-fluoropyridine (5.00 g) at -70° C., and the mixture was stirred for one hour at temperatures ranging from -70° to -60° C. To the reaction mixture was added at -70° C. DMF (9.41 g). ... Solvent: C(OC)COC (glyme), petroleum ether, C(OC)COC (glyme), C(OC)COC (glyme). Procedure: Sodium hydride (11.76 g., 0.28 mole, oil dispersion) is suspended in glyme (400 ml.) and phenyl acetone (37.57 g., 0.28 mole) in glyme (50 ml.) is added dropwise with stirring. After complete addition, the mixture is heated to reflux for one hour. The mixture is cooled to room temperature and a solution of crude o-methylcinnamyl bromide (59.10 g., 0.28 mole) in glyme (50 ml.) is added dropwise. When addition is complete, the mixture is heated on a steam bath for 24 hours then allowed to cool. Af... Yields the product C1(=CC=CC=C1)C(C(C)=O)CC=CC1=C(C=CC=C1)C (3-Phenyl-6-(o-methylphenyl)-5-hexen-2-one). As a reaction SMILES: [H-].[Na+].[C:3]1([CH2:9][C:10](=[O:12])[CH3:11])[CH:8]=[CH:7][CH:6]=[CH:5][CH:4]=1.[CH3:13][C:14]1[CH:23]=[CH:22][CH:21]=[CH:20][C:15]=1[CH:16]=[CH:17][CH2:18]Br>C(COC)OC>[C:3]1([CH:9]([CH2:18][CH:17]=[CH:16][C:15]2[CH:20]=[CH:21][CH:22]=[CH:23][C:14]=2[CH3:13])[C:10](=[O:12])[CH3:11])[CH:8]=[CH:7][CH:6]=[CH:5][CH:4]=1 |f:0.1|. Starting materials: [H-].[Na+] (Sodium hydride), C1(=CC=CC=C1)CC(C)=O (phenyl acetone), CC1=C(C=CCBr)C=CC=C1 (o-methylcinnamyl bromide). Reactants: ClC1=CC=C(C=C1)C=1C=C(C=NC1OCC(F)(F)F)N (5-(4-chloro-phenyl)-6-(2,2, 2-trifluoro-ethoxy)-pyridin-3-ylamine), CN1N=C(C(=C1)C(=O)O)C (1,3-dimethyl-1H-pyrazole-4-carboxylic acid). The product is ClC1=CC=C(C=C1)C=1C=C(C=NC1OCC(F)(F)F)NC(=O)C=1C(=NN(C1)C)C (1,3-dimethyl-1H-pyrazole-4-carboxylic acid[5-(4-chloro-phenyl)-6-(2,2,2-trifluoro-ethoxy)-pyridin-3-yl]-amide). RXN SMILES: [Cl:1][C:2]1[CH:7]=[CH:6][C:5]([C:8]2[CH:9]=[C:10]([NH2:20])[CH:11]=[N:12][C:13]=2[O:14][CH2:15][C:16]([F:19])([F:18])[F:17])=[CH:4][CH:3]=1.[CH3:21][N:22]1[CH:26]=[C:25]([C:27](O)=[O:28])[C:24]([CH3:30])=[N:23]1>>[Cl:1][C:2]1[CH:3]=[CH:4][C:5]([C:8]2[CH:9]=[C:10]([NH:20][C:27]([C:25]3[C:24]([CH3:30])=[N:23][N:22]([CH3:21])[CH:26]=3)=[O:28])[CH:11]=[N:12][C:13]=2[O:14][CH2:15][C:16]([F:17])([F:18])[F:19])=[CH:6][CH:7]=1. Procedure: The title compound was synthesized in analogy to Example 1, using 5-(4-chloro-phenyl)-6-(2,2, 2-trifluoro-ethoxy)-pyridin-3-ylamine and 1,3-dimethyl-1H-pyrazole-4-carboxylic acid as starting materials, MS (LC/MS): 425.0 (M+H).